This data is from the Open Reaction Database (ORD), a public repository of structured organic reaction records. The task is: describe an organic reaction: reactants, conditions, products, and yield The reactants are O[C@]1(C[C@@H](CCC1)C)CNC(=O)C=1C=2C=CC(=NC2C=CC1Cl)Cl (2,6-dichloro-quinoline-5-carboxylic acid ((1R,3R)-1-hydroxy-3methyl-cyclohexylmethyl)-amide), CCN(C(C)C)C(C)C (DIPEA), C1(CC1)C1C(N(CC1)N)C (3-cyclopropyl-methyl-amino-pyrrolidine). Yields the product O[C@]1(C[C@@H](CCC1)C)CNC(=O)C=1C=2C=CC(=NC2C=CC1Cl)N1C(C(CC1)C1CC1)(N)C (6-Chloro-2-(3-cyclopropyl-methyl-amino-pyrrolidin-1-yl)-quinoline-5-carboxylic acid ((1R,3R)-1-hydroxy-3-methyl-cyclohexylmethyl)-amide). RXN SMILES: [OH:1][C@:2]1([CH2:9][NH:10][C:11]([C:13]2[C:14]3[CH:15]=[CH:16][C:17](Cl)=[N:18][C:19]=3[CH:20]=[CH:21][C:22]=2[Cl:23])=[O:12])[CH2:7][CH2:6][CH2:5][C@@H:4]([CH3:8])[CH2:3]1.CC[N:27](C(C)C)C(C)C.[CH:34]1([CH:37]2[CH2:41][CH2:40][N:39](N)[CH:38]2[CH3:43])[CH2:36][CH2:35]1>>[OH:1][C@:2]1([CH2:9][NH:10][C:11]([C:13]2[C:14]3[CH:15]=[CH:16][C:17]([N:39]4[CH2:40][CH2:41][CH:37]([CH:34]5[CH2:36][CH2:35]5)[C:38]4([CH3:43])[NH2:27])=[N:18][C:19]=3[CH:20]=[CH:21][C:22]=2[Cl:23])=[O:12])[CH2:7][CH2:6][CH2:5][C@@H:4]([CH3:8])[CH2:3]1. Reported procedure: The title compound was synthesized according to the procedure described in example 1 using 2,6-dichloro-quinoline-5-carboxylic acid ((1R,3R)-1-hydroxy-3methyl-cyclohexylmethyl)-amide, DIPEA and 3-cyclopropyl-methyl-amino-pyrrolidine. 1H NMR (400 MHz, DMSO-d6) δ ppm 8.75 (1H), 7.85 (m, 1H), 7.58 (2H), 7.05 (1H), 4.16 (s, 1H), 4.00 (t, 2H), 3.80 (t, 1H), 3.55 (m, 1H), 3.26 (m, 2H), 2.44 (m, 2H), 2.22 (s, 3H), 2.06 (m, 2H), 1.85 (m, 2H), 1.74-1.76 (m, 5H), 1.27 (t, 1H), 1.07 (t, 1H), 0.83 (d, 4H). ...